This data is from the Open Reaction Database (ORD), a public repository of structured organic reaction records. The task is: describe an organic reaction: reactants, conditions, products, and yield The reactants are BrC(Br)(Br)Br, ClCCl, [Na], N#Cc1ccccc1-c1cccc(-c2cnc3nc(CO)ccn23)c1, c1ccc(P(c2ccccc2)c2ccccc2)cc1, c1nc[nH]n1. Product: N#Cc1ccccc1-c1cccc(-c2cnc3nc(Cn4cncn4)ccn23)c1. Reaction SMILES: [C:26]([Br:27])([Br:28])([Br:29])[Br:30].[Cl:56][CH2:57][Cl:58].[Na:50].[OH:1][CH2:2][c:3]1[n:4][c:5]2[n:6]([cH:7][cH:8]1)[c:9](-[c:12]1[cH:13][c:14](-[c:18]3[c:19]([C:24]#[N:25])[cH:20][cH:21][cH:22][cH:23]3)[cH:15][cH:16][cH:17]1)[cH:10][n:11]2.[c:31]1([P:32]([c:33]2[cH:34][cH:35][cH:36][cH:37][cH:38]2)[c:39]2[cH:40][cH:41][cH:42][cH:43][cH:44]2)[cH:45][cH:46][cH:47][cH:48][cH:49]1.[nH:51]1[n:52][cH:53][n:54][cH:55]1>>[CH2:2]([c:3]1[n:4][c:5]2[n:6]([cH:7][cH:8]1)[c:9](-[c:12]1[cH:13][c:14](-[c:18]3[c:19]([C:24]#[N:25])[cH:20][cH:21][cH:22][cH:23]3)[cH:15][cH:16][cH:17]1)[cH:10][n:11]2)[n:51]1[n:52][cH:53][n:54][cH:55]1. The reactants are O=C([O-])[O-], COC(=O)c1cccc(NC(=O)CBr)c1, CCC(C)=O, Cc1cc(O)ccc1C(C)C, [K+], [K+]. The product is COC(=O)c1cccc(NC(=O)COc2ccc(C(C)C)c(C)c2)c1. RXN SMILES: [C:27](=[O:28])([O-:29])[O-:30].[CH3:1][O:2][C:3]([c:4]1[cH:5][c:6]([NH:10][C:11]([CH2:12][Br:13])=[O:14])[cH:7][cH:8][cH:9]1)=[O:15].[CH3:33][C:34](=[O:35])[CH2:36][CH3:37].[CH:16]([CH3:17])([CH3:18])[c:19]1[c:20]([CH3:26])[cH:21][c:22]([OH:25])[cH:23][cH:24]1.[K+:31].[K+:32]>>[CH3:1][O:2][C:3]([c:4]1[cH:5][c:6]([NH:10][C:11]([CH2:12][O:25][c:22]2[cH:21][c:20]([CH3:26])[c:19]([CH:16]([CH3:17])[CH3:18])[cH:24][cH:23]2)=[O:14])[cH:7][cH:8][cH:9]1)=[O:15]. Starting materials: CC1(CC(NC2=CC=C(C=C12)Br)=O)C (4,4-dimethyl-6-bromo-2-oxo-1,2,3,4-tetrahydroquinoline), CC1(CC(NC2=CC=C(C=C12)Br)=O)C (4,4-dimethyl-6-bromo-2-oxo-1,2,3,4-tetrahydroquinoline), [H-].[Al+3].[Li+].[H-].[H-].[H-] (lithium aluminum hydride). The solvent is C1CCOC1 (THF), CCOCC (ether), C1CCOC1 (THF). The product is CC1(CCNC2=CC=C(C=C12)Br)C (4,4-Dimethyl-6-bromo-1,2,3,4-tetrahydroquinoline). RXN SMILES: [H-].[Al+3].[Li+].[H-].[H-].[H-].[CH3:7][C:8]1([CH3:20])[C:17]2[C:12](=[CH:13][CH:14]=[C:15]([Br:18])[CH:16]=2)[NH:11][C:10](=O)[CH2:9]1>C1COCC1.CCOCC>[CH3:7][C:8]1([CH3:20])[C:17]2[C:12](=[CH:13][CH:14]=[C:15]([Br:18])[CH:16]=2)[NH:11][CH2:10][CH2:9]1 |f:0.1.2.3.4.5|. Procedure: To 23.5 ml of 1.0 M (23.5 mmol) lithium aluminum hydride in THF, heated to reflux under nitrogen, was added to solution of 4.95 g (19.48 mmol) of 4,4-dimethyl-6-bromo-2-oxo-1,2,3,4-tetrahydroquinoline (Compound 93) in 50 ml of dry THF and 100 ml of dry ether via a double-ended needle. The mixture was heated at reflux for 2 h and then cooled to room temperature. The reaction mixture was then quenched by the slow addition of 25 ml of water followed by 50 ml of 5% NaOH solution. The mixture was ext... Reactants: ClC=1N=C(C2=C(N1)C1=C(S2)C=CC=C1)Cl (2,4-dichlorobenzo[4,5]thieno[3,2-d]pyrimidine), CNC (dimethyl amine), C(C)O (ethanol), O1CCOCC1 (1,4-dioxane). The solvent is O (Water). Run at temperature 40 celsius, time 1 hour. The product is ClC=1N=C(C2=C(N1)C1=C(S2)C=CC=C1)N(C)C (2-chloro-4-dimethylamino-benzo[4,5]thieno[3,2-d]pyrimidine). Reaction SMILES: [Cl:1][C:2]1[N:3]=[C:4](Cl)[C:5]2[S:10][C:9]3[CH:11]=[CH:12][CH:13]=[CH:14][C:8]=3[C:6]=2[N:7]=1.[CH3:16][NH:17][CH3:18].C(O)C.O1CCOCC1>O>[Cl:1][C:2]1[N:3]=[C:4]([N:17]([CH3:18])[CH3:16])[C:5]2[S:10][C:9]3[CH:11]=[CH:12][CH:13]=[CH:14][C:8]=3[C:6]=2[N:7]=1. Procedure details: A mixture of 2,4-dichlorobenzo[4,5]thieno[3,2-d]pyrimidine (1.0 g), 50% aqueous dimethyl amine (2 mL), ethanol (10 mL), and 1,4-dioxane (10 mL) was stirred at 40° C. for 1 h. Water was added to the reaction mixture, the resulting solids were collected by filtration and washed with water to obtain 2-chloro-4-dimethylamino-benzo[4,5]thieno[3,2-d]pyrimidine (0.98 g). (2) To a mixture of 2-chloro-4-dimethylamino-benzo[4,5]thieno[3,2-d]pyrimidine (0.10 g), Pd2(dba)3 (0.035 g), Xantphos (0.066 g), (S)... The reactants are CC1(C)Cc2nc(C3CCCC3)c(C(F)c3ccc(C(F)(F)F)cc3)c(-c3ccc(F)c(F)c3)c2C(O[Si](C)(C)C(C)(C)C)C1, O=C([O-])O, CO, CCOC(C)=O, Cl, [Na+], C1CCOC1. Yields the product CC1(C)Cc2nc(C3CCCC3)c(C(F)c3ccc(C(F)(F)F)cc3)c(-c3ccc(F)c(F)c3)c2C(O)C1. Reaction SMILES: [C:1]([Si:2]([CH3:3])([CH3:4])[O:6][CH:7]1[c:8]2[c:9](-[c:36]3[cH:37][c:38]([F:43])[c:39]([F:42])[cH:40][cH:41]3)[c:10]([CH:24]([c:25]3[cH:26][cH:27][c:28]([C:31]([F:32])([F:33])[F:34])[cH:29][cH:30]3)[F:35])[c:11]([CH:19]3[CH2:20][CH2:21][CH2:22][CH2:23]3)[n:12][c:13]2[CH2:14][C:15]([CH3:17])([CH3:18])[CH2:16]1)([CH3:5])([CH3:44])[CH3:45].[C:53](=[O:54])([OH:55])[O-:56].[CH3:46][OH:47].[CH3:59][CH2:60][O:61][C:62](=[O:63])[CH3:64].[ClH:58].[Na+:57].[O:48]1[CH2:49][CH2:50][CH2:51][CH2:52]1>>[OH:6][CH:7]1[c:8]2[c:9](-[c:36]3[cH:37][c:38]([F:43])[c:39]([F:42])[cH:40][cH:41]3)[c:10]([CH:24]([c:25]3[cH:26][cH:27][c:28]([C:31]([F:32])([F:33])[F:34])[cH:29][cH:30]3)[F:35])[c:11]([CH:19]3[CH2:20][CH2:21][CH2:22][CH2:23]3)[n:12][c:13]2[CH2:14][C:15]([CH3:17])([CH3:18])[CH2:16]1. Procedure: A solution of 13.70 g of 5,6,7,8-tetrahydro-8-chloroquinoline (preparation given below), 86 ml of acetonitrile and 15.2 ml of methyl iodide was stirred for 68 hours at ambient temperature and crystallization was started after 50 minutes of reaction. The crystals were separated, rinsed with acetonitrile, then with ether and dried under reduced pressure at 20° C. to obtain 29.96 g of 8-iodo-1-methyl-5,6,7,8-tetrahydro-1-quinolinium iodide melting at 175° C. Yields the product [I-].IC1CCCC=2C=CC=[N+](C12)C (8-iodo-1-methyl-5,6,7,8-tetrahydro-1-quinolinium iodide). As a reaction SMILES: ClC1[C:11]2[N:10]=[CH:9][CH:8]=[CH:7][C:6]=2[CH2:5][CH2:4][CH2:3]1.[CH3:12][I:13].[C:14](#N)C>>[I-:13].[I:13][CH:12]1[C:11]2[N+:10]([CH3:14])=[CH:9][CH:8]=[CH:7][C:6]=2[CH2:5][CH2:4][CH2:3]1 |f:3.4|. Starting materials: ClC1CCCC=2C=CC=NC12 (5,6,7,8-tetrahydro-8-chloroquinoline), CI (methyl iodide), C(C)#N (acetonitrile). Starting materials: ice water, Cl (HCl), ClC1=C(C=C2C(C(=CN(C2=C1[N+](=O)[O-])C1CC1)C(=O)OCC)=O)F (ethyl 7-chloro-1-cyclopropyl-6-fluoro-1,4-dihydro-8-nitro-4-oxo-3-quinoline-carboxylate), C(#N)CC(=O)OCC (ethyl cyanoacetate), CC(C)([O-])C.[K+] (potassium tert-butoxide). The solvent is O1CCOCC1 (dioxane). Reaction conditions: time 8 hour. Product: C(#N)C(C1=C(C=C2C(C(=CN(C2=C1[N+](=O)[O-])C1CC1)C(=O)OCC)=O)F)C(=O)OCC (Ethyl 7-(cyano-ethoxycarbonyl-methyl)-1-cyclopropyl-6-fluoro-1,4-dihydro-8-nitro-4-oxo-3-quinoline-carboxylate). Reaction SMILES: Cl[C:2]1[C:11]([N+:12]([O-:14])=[O:13])=[C:10]2[C:5]([C:6](=[O:23])[C:7]([C:18]([O:20][CH2:21][CH3:22])=[O:19])=[CH:8][N:9]2[CH:15]2[CH2:17][CH2:16]2)=[CH:4][C:3]=1[F:24].[C:25]([CH2:27][C:28]([O:30][CH2:31][CH3:32])=[O:29])#[N:26].CC(C)([O-])C.[K+].Cl>O1CCOCC1>[C:25]([CH:27]([C:28]([O:30][CH2:31][CH3:32])=[O:29])[C:2]1[C:11]([N+:12]([O-:14])=[O:13])=[C:10]2[C:5]([C:6](=[O:23])[C:7]([C:18]([O:20][CH2:21][CH3:22])=[O:19])=[CH:8][N:9]2[CH:15]2[CH2:16][CH2:17]2)=[CH:4][C:3]=1[F:24])#[N:26] |f:2.3|. Reported procedure: 3.0 g of ethyl 7-chloro-1-cyclopropyl-6-fluoro-1,4-dihydro-8-nitro-4-oxo-3-quinoline-carboxylate and 1.92 g of ethyl cyanoacetate are initially introduced into 30 ml of dioxane. 1.91 g of potassium tert-butoxide are added in portions at room temperature. The mixture is stirred overnight and then heated to 50° for a further 4 hours. After cooling to room temperature, the mixture is diluted using ice-water and rendered acidic using HCl. The mixture is extracted using methylene chloride, and the or... Reactants: CS(=O)(=O)OC1=CC=C(C=C1)N(S(=O)(=O)C)CC1=CC=C(C=C1)OCC1=CC=CC=C1 (4-[N-(4-benzyloxybenzyl)-N-methylsulfonylamino]phenyl methanesulfonate), [H][H] (hydrogen). The reagents and catalysts are [C].[Pd] (palladium-carbon). The solvent is O1CCOCC1 (dioxane). Product: CS(=O)(=O)OC1=CC=C(C=C1)N(S(=O)(=O)C)CC1=CC=C(C=C1)O (4-[N-(4-hydroxybenzyl)-N-methylsulfonylamino]phenyl methanesulfonate). Yield: 92.3%. As a reaction SMILES: [CH3:1][S:2]([O:5][C:6]1[CH:11]=[CH:10][C:9]([N:12]([CH2:17][C:18]2[CH:23]=[CH:22][C:21]([O:24]CC3C=CC=CC=3)=[CH:20][CH:19]=2)[S:13]([CH3:16])(=[O:15])=[O:14])=[CH:8][CH:7]=1)(=[O:4])=[O:3].[H][H]>[C].[Pd].O1CCOCC1>[CH3:1][S:2]([O:5][C:6]1[CH:11]=[CH:10][C:9]([N:12]([CH2:17][C:18]2[CH:19]=[CH:20][C:21]([OH:24])=[CH:22][CH:23]=2)[S:13]([CH3:16])(=[O:15])=[O:14])=[CH:8][CH:7]=1)(=[O:3])=[O:4] |f:2.3|. Reported procedure: A mixture composed of 350 mg of 4-[N-(4-benzyloxybenzyl)-N-methylsulfonylamino]phenyl methanesulfonate, 350 mg of 10% palladium-carbon, and 10 ml of dioxane was stirred for 2 days under an atmospheric pressure of hydrogen. The reaction mixture was filtered to remove any insoluble matter, and the solvent was distilled off from the filtrate. Thus, there was obtained 260 mg of 4-[N-(4-hydroxybenzyl)-N-methylsulfonylamino]phenyl methanesulfonate.